Dataset: the Open Reaction Database (ORD), a public repository of structured organic reaction records. Task: describe an organic reaction: reactants, conditions, products, and yield Starting materials: [H][H] (hydrogen), C(C)(C)(C)C1=CC=C(C=C1)C1=C2CC(C(C2=CC=C1)=O)=CC1(CCCCC1)CC (4-(4-tert-butyl-phenyl)-2-(1-ethylcyclo-hexylmethylene)-indan-1-one), [H][H] (hydrogen). Reagents/catalysts: [Pd] (palladium on activated carbon). Run in C(C)(=O)OCC (ethyl acetate). Product: C(C)(C)(C)C1=CC=C(C=C1)C1=C2CC(C(C2=CC=C1)=O)CC1(CCCCC1)CC (4-(4-tert-butyl-phenyl)-2-(1-ethyl-cyclohexylmethyl)-indan-1-one). Yield: 97.1%. As a reaction SMILES: [C:1]([C:5]1[CH:10]=[CH:9][C:8]([C:11]2[CH:19]=[CH:18][CH:17]=[C:16]3[C:12]=2[CH2:13][C:14](=[CH:21][C:22]2([CH2:28][CH3:29])[CH2:27][CH2:26][CH2:25][CH2:24][CH2:23]2)[C:15]3=[O:20])=[CH:7][CH:6]=1)([CH3:4])([CH3:3])[CH3:2].[H][H]>C(OCC)(=O)C.[Pd]>[C:1]([C:5]1[CH:10]=[CH:9][C:8]([C:11]2[CH:19]=[CH:18][CH:17]=[C:16]3[C:12]=2[CH2:13][CH:14]([CH2:21][C:22]2([CH2:28][CH3:29])[CH2:23][CH2:24][CH2:25][CH2:26][CH2:27]2)[C:15]3=[O:20])=[CH:7][CH:6]=1)([CH3:4])([CH3:3])[CH3:2]. Procedure: 25.0 g of crude 4-(4-tert-butyl-phenyl)-2-(1-ethylcyclo-hexylmethylene)-indan-1-one (GC: ˜83% purity) are dissolved in 250 ml of ethyl acetate in a flask with gas inlet and stirrer. 1.75 g of palladium on activated carbon (10 wt-% palladium) are added. The system is evacuated and refilled with argon three times to remove oxygen and then evacuated and refilled with hydrogen three times. The stirrer is started and the reaction mixture is vigorously stirred to help the diffusion of hydrogen gas int... The reactants are N1C(=NC2=C1C=CC=C2)C(=O)C2=CC=C(C=C2)O ((1H-benzo[d]imidazol-2-yl)(4-hydroxyphenyl)methanone), O=S1(CCC(CC1)C=1C(=NC=CC1)F)=O (3-(1,1-dioxidotetrahydro-2H-thiopyran-4-yl)-2-fluoropyridine), C([O-])([O-])=O.[Cs+].[Cs+] (cesium carbonate). The solvent is CN1CCCC1=O (NMP), O (H2O). Reaction conditions: temperature 200 celsius. Product: N1C(=NC2=C1C=CC=C2)C(=O)C2=CC=C(C=C2)OC2=NC=CC=C2C2CCS(CC2)(=O)=O (1H-benzimidazol-2-yl(4-((3-(1,1-dioxidotetrahydro-2H-thiopyran-4-yl)-2-pyridinyl)oxy)phenyl)methanone). As a reaction SMILES: [NH:1]1[C:5]2[CH:6]=[CH:7][CH:8]=[CH:9][C:4]=2[N:3]=[C:2]1[C:10]([C:12]1[CH:17]=[CH:16][C:15]([OH:18])=[CH:14][CH:13]=1)=[O:11].[O:19]=[S:20]1(=[O:33])[CH2:25][CH2:24][CH:23]([C:26]2[C:27](F)=[N:28][CH:29]=[CH:30][CH:31]=2)[CH2:22][CH2:21]1.C(=O)([O-])[O-].[Cs+].[Cs+]>CN1C(=O)CCC1.O>[NH:1]1[C:5]2[CH:6]=[CH:7][CH:8]=[CH:9][C:4]=2[N:3]=[C:2]1[C:10]([C:12]1[CH:17]=[CH:16][C:15]([O:18][C:27]2[C:26]([CH:23]3[CH2:24][CH2:25][S:20](=[O:33])(=[O:19])[CH2:21][CH2:22]3)=[CH:31][CH:30]=[CH:29][N:28]=2)=[CH:14][CH:13]=1)=[O:11] |f:2.3.4|. Procedure: A mixture of (1H-benzo[d]imidazol-2-yl)(4-hydroxyphenyl)methanone (0.485 g, 2.035 mmol), 3-(1,1-dioxidotetrahydro-2H-thiopyran-4-yl)-2-fluoropyridine (0.311 g, 1.356 mmol), and cesium carbonate (1.326 g, 4.07 mmol) in NMP (5 mL) in a sealed tube was heated at 200° C. in 2 h. The reaction mixture was cooled, taken in H2O, filtered the dark brown solid, purified by ISCO (50% EtOAc/Hexanes) to give the expected product as a tan solid. MS (ESI, pos. ion) m/z: 448.1 (M+1). IC50 (uM) +++++. The solvent is O1CCCC1 (tetrahydrofuran), O (water). Reactants: Cl (hydrochloric acid), C1(C=CCC1)ON=C(C(=O)NC1[C@@H]2N(C(=C(CS2)CSC=2SC=NN2)C(=O)O)C1=O)C=1N=C(SC1)NC=O (7-[2-(2-cyclopenten-1-yl)oxyimino-2-(2-formamidothiazol-4-yl)acetamido]-3-(1,3,4-thiadiazol-2-yl)thiomethyl-3-cephem-4-carboxylic acid), CO (methanol), C([O-])(O)=O.[Na+] (sodium bicarbonate). The product is C1(C=CCC1)ON=C(C(=O)NC1[C@@H]2N(C(=C(CS2)CSC=2SC=NN2)C(=O)O)C1=O)C=1N=C(SC1)N (7-[2-(2-cyclopenten-1-yl)oxyimino-2-(2-aminothiazol-4-yl)acetamido]-3-(1,3,4-thiadiazol-2-yl)thiomethyl-3-cephem-4-carboxylic acid). Reported procedure: A mixture of 7-[2-(2-cyclopenten-1-yl)oxyimino-2-(2-formamidothiazol-4-yl)acetamido]-3-(1,3,4-thiadiazol-2-yl)thiomethyl-3-cephem-4-carboxylic acid (syn isomer)(2.5 g), methanol (17.5 ml),conc.hydrochloric acid (0.88 g) and tetrahydrofuran (5.0 ml) was stirred for 1.5 hours at room temperature. To the reaction mixture were added water and a saturated aqueous solution of sodium bicarbonate so that the pH was adjusted to pH 5.0. The resulting mixture was evaporated and to the residue was added eth... As a reaction SMILES: [CH:1]1([O:6][N:7]=[C:8]([C:31]2[N:32]=[C:33]([NH:36]C=O)[S:34][CH:35]=2)[C:9]([NH:11][CH:12]2[C:29](=[O:30])[N:14]3[C:15]([C:26]([OH:28])=[O:27])=[C:16]([CH2:19][S:20][C:21]4[S:22][CH:23]=[N:24][N:25]=4)[CH2:17][S:18][C@H:13]23)=[O:10])[CH2:5][CH2:4][CH:3]=[CH:2]1.CO.Cl.C(=O)(O)[O-].[Na+]>O.O1CCCC1>[CH:1]1([O:6][N:7]=[C:8]([C:31]2[N:32]=[C:33]([NH2:36])[S:34][CH:35]=2)[C:9]([NH:11][CH:12]2[C:29](=[O:30])[N:14]3[C:15]([C:26]([OH:28])=[O:27])=[C:16]([CH2:19][S:20][C:21]4[S:22][CH:23]=[N:24][N:25]=4)[CH2:17][S:18][C@H:13]23)=[O:10])[CH2:5][CH2:4][CH:3]=[CH:2]1 |f:3.4|. Isolated yield 84.0%. Reactants: CC1=CN=CC=2C=CC=C(C12)N (4-methylisoquinolin-5-amine), FC(C1=CC=C(CN=C=O)C=C1)(F)F ([4-(trifluoromethyl)benzyl]isocyanate). The product is CC1=CN=CC2=CC=CC(=C12)NC(=O)NCC1=CC=C(C=C1)C(F)(F)F (N-(4-Methylisoquinolin-5-yl)-N′-[4-(trifluoromethyl)benzyl]urea). As a reaction SMILES: [CH3:1][C:2]1[C:11]2[C:10]([NH2:12])=[CH:9][CH:8]=[CH:7][C:6]=2[CH:5]=[N:4][CH:3]=1.[F:13][C:14]([F:26])([F:25])[C:15]1[CH:24]=[CH:23][C:18]([CH2:19][N:20]=[C:21]=[O:22])=[CH:17][CH:16]=1>>[CH3:1][C:2]1[C:11]2[C:6](=[CH:7][CH:8]=[CH:9][C:10]=2[NH:12][C:21]([NH:20][CH2:19][C:18]2[CH:17]=[CH:16][C:15]([C:14]([F:13])([F:26])[F:25])=[CH:24][CH:23]=2)=[O:22])[CH:5]=[N:4][CH:3]=1. Procedure: Prepared fiom 4-methylisoquinolin-5-amine (Description 91) and [4-(trifluoromethyl)benzyl]isocyanate (Description 58) according to Description 61. m/z (ES+) 360 (M+H)+. Starting materials: ClC1=CC=C(C=C1)C(N1CC(C1)=CS(=O)(=O)CC=1C=C(C(=O)O)C=CC1)C1=CC=C(C=C1)Cl (3-({1-[bis(4-chlorophenyl)methyl]azetidin-3-ylidene}methanesulfonylmethyl)benzoic acid), resin, NCCN1CCOCC1 (N-(2-aminoethyl)morpholine). Product: ClC1=CC=C(C=C1)C(N1CC(C1)=CS(=O)(=O)CC=1C=C(C(=O)NCCN2CCOCC2)C=CC1)C1=CC=C(C=C1)Cl (3-({1-[bis(4-chlorophenyl)methyl]azetidin-3-ylidene}methanesulfonylmethyl)-N-(2-morpholin-4-ylethyl)benzamide). As a reaction SMILES: [Cl:1][C:2]1[CH:7]=[CH:6][C:5]([CH:8]([C:27]2[CH:32]=[CH:31][C:30]([Cl:33])=[CH:29][CH:28]=2)[N:9]2[CH2:12][C:11](=[CH:13][S:14]([CH2:17][C:18]3[CH:19]=[C:20]([CH:24]=[CH:25][CH:26]=3)[C:21](O)=[O:22])(=[O:16])=[O:15])[CH2:10]2)=[CH:4][CH:3]=1.[NH2:34][CH2:35][CH2:36][N:37]1[CH2:42][CH2:41][O:40][CH2:39][CH2:38]1>>[Cl:33][C:30]1[CH:31]=[CH:32][C:27]([CH:8]([C:5]2[CH:4]=[CH:3][C:2]([Cl:1])=[CH:7][CH:6]=2)[N:9]2[CH2:10][C:11](=[CH:13][S:14]([CH2:17][C:18]3[CH:19]=[C:20]([CH:24]=[CH:25][CH:26]=3)[C:21]([NH:34][CH2:35][CH2:36][N:37]3[CH2:42][CH2:41][O:40][CH2:39][CH2:38]3)=[O:22])(=[O:15])=[O:16])[CH2:12]2)=[CH:28][CH:29]=1. Procedure details: The operation is carried out under the conditions described in Example 124 starting with 150 mg of activated 3-({1-[bis(4-chlorophenyl)methyl]azetidin-3-ylidene}methanesulfonylmethyl)benzoic acid on TFP resin (165 μM) and 0.0345 cm3 of N-(2-aminoethyl)morpholine. 62 mg of 3-({1-[bis(4-chlorophenyl)methyl]azetidin-3-ylidene}methanesulfonylmethyl)-N-(2-morpholin-4-ylethyl)benzamide are thus obtained in the form of an ochre-colored foam [1H NMR spectrum (400 MHz, (CD3)2SO-d6, δ in ppm): from 2.30 t...